Dataset: the Open Reaction Database (ORD), a public repository of structured organic reaction records. Task: describe an organic reaction: reactants, conditions, products, and yield Reactants: C1(CCCC1)C1(C(CCC1)=O)C (2-cyclopentyl-2-methyl-cyclopentanone), BrBr (bromine), S([O-])(O)=O.[Na+] (sodium bisulfite). Solvent: C(Cl)(Cl)Cl (chloroform). The product is C1(CCCC1)C1(CC=CC1=O)C (5-cyclopentyl-5-methyl-2-cyclopentenone). RXN SMILES: [CH:1]1([C:6]2([CH3:12])[CH2:10][CH2:9][CH2:8][C:7]2=[O:11])[CH2:5][CH2:4][CH2:3][CH2:2]1.BrBr.S(=O)(O)[O-].[Na+]>C(Cl)(Cl)Cl>[CH:1]1([C:6]2([CH3:12])[C:7](=[O:11])[CH:8]=[CH:9][CH2:10]2)[CH2:5][CH2:4][CH2:3][CH2:2]1 |f:2.3|. Procedure: Four grams (0.026 mole) of 2-cyclopentyl-2-methyl-cyclopentanone dissolved in 20 ml. of chloroform is cooled to 0°C. and 4.2 g. (0.026 mole) of bromine is added over a 40 minute interval. An aqueous 5 wt. % solution of sodium bisulfite is added to destroy the excess bromine followed by 10 wt. % aqueous sodium hydroxide solution to achieve a pH of 7. The aqueous layer is discarded after back extraction with 20 ml. of chloroform. After washing the combined chloroform layers with water and drying o... Starting materials: Cl (hydrochloric acid), [BH4-].[Na+] (sodium borohydride), Cl (hydrochloric acid), crude product, compound, [OH-].[Na+] (sodium hydroxide), C1(=CC=CC2=CC=CC=C12)C(=O)CC(=O)OCC (ethyl (1-naphthoyl)acetate), FC(C1=CC=C(CBr)C=C1)(F)F (4-(trifluoromethyl)benzyl bromide). The reagents and catalysts are [Cl-].[Zn+2].[Cl-] (zinc chloride). Run in CO (methanol), C(C)#N (acetonitrile). Run at time 8 hour. The product is OC(C(C(=O)O)CC1=CC=C(C=C1)C(F)(F)F)C1=CC=CC2=CC=CC=C12 ((2RS,3RS)-3-hydroxy-3-(1-naphthalenyl)-2-((4-(trifluoromethyl)phenyl)methyl)propionic acid). Yield: 16.6%. As a reaction SMILES: [C:1]1([C:11]([CH2:13][C:14]([O:16]CC)=[O:15])=[O:12])[C:10]2[C:5](=[CH:6][CH:7]=[CH:8][CH:9]=2)[CH:4]=[CH:3][CH:2]=1.[F:19][C:20]([F:30])([F:29])[C:21]1[CH:28]=[CH:27][C:24]([CH2:25]Br)=[CH:23][CH:22]=1.[BH4-].[Na+].Cl.[OH-].[Na+]>C(#N)C.CO.[Cl-].[Zn+2].[Cl-]>[OH:12][CH:11]([C:1]1[C:10]2[C:5](=[CH:6][CH:7]=[CH:8][CH:9]=2)[CH:4]=[CH:3][CH:2]=1)[CH:13]([CH2:25][C:24]1[CH:23]=[CH:22][C:21]([C:20]([F:19])([F:29])[F:30])=[CH:28][CH:27]=1)[C:14]([OH:16])=[O:15] |f:2.3,5.6,9.10.11|. Procedure details: To a solution of ethyl (1-naphthoyl)acetate (10.2 g, 39.9 mmol) in acetonitrile (100 ml) was added 4-(trifluoromethyl)benzyl bromide (9.54 g, 39.9 mmol) and the mixture was stirred overnight at room temperature. The reaction solution was concentrated, diluted with water (500 ml) and extracted with ethyl acetate (300 ml×2). The extract was washed with saturated brine, dried over anhydrous magnesium sulfate and evaporated under reduced pressure. The residue was purified by silica gel column chroma... Starting materials: BrC1=NC(=CC=C1OC)N (2-Bromo-3-methoxy-6-aminopyridine), C(C)(C)N(C(C)C)CC (N,N-diisopropylethylamine), C([O-])(O)=O.[Na+] (sodium bicarbonate), C(C)(=O)OC(C(F)(F)F)=O (Trifluoroacetic acetic anhydride). Solvent: ClCCl (dichloromethane). Conditions: temperature 0 celsius, time 2 hour. The product is BrC1=NC(=CC=C1OC)NC(C(F)(F)F)=O (2-Bromo-3-methoxy-6-trifluoroacetamidopyridine). Yield: 61.2%. RXN SMILES: [Br:1][C:2]1[C:7]([O:8][CH3:9])=[CH:6][CH:5]=[C:4]([NH2:10])[N:3]=1.C(N(CC)C(C)C)(C)C.C([O:23][C:24](=O)[C:25]([F:28])([F:27])[F:26])(=O)C.C(=O)(O)[O-].[Na+]>ClCCl>[Br:1][C:2]1[C:7]([O:8][CH3:9])=[CH:6][CH:5]=[C:4]([NH:10][C:24](=[O:23])[C:25]([F:28])([F:27])[F:26])[N:3]=1 |f:3.4|. Procedure details: 2-Bromo-3-methoxy-6-aminopyridine (Desc. 6; 1.0 g, 4.9 mmol) in dichloromethane (25 ml) was treated with N,N-diisopropylethylamine (2.2 ml, 12.3 mmol) and the solution cooled to 0° C. Trifluoroacetic acetic anhydride (770 μl, 5.4 mmol) was then added dropwise and the solution stirred to 22° C. over 2 hours. The mixture was then poured into saturated sodium bicarbonate solution (25 ml) and extracted with dichloromethane (25 ml). The extracts were dried (MgSO4) and concentrated in vacuo. The resid... Reactants: FC1=C(C(=O)N=C=O)C(=CC=C1)F (2,6-difluorobenzoyl isocyanate), ClC1=C(N)C=C(C(=C1)OC(C(F)(F)F)(F)F)Cl (2,5-dichloro-4-pentafluoroethoxyaniline). Run in C1(=CC=CC=C1)C (toluene), C1(=CC=CC=C1)C (toluene). Conditions: time 10 hour. The product is FC1=C(C(=O)NC(=O)NC2=C(C=C(C(=C2)Cl)OC(C(F)(F)F)(F)F)Cl)C(=CC=C1)F (N-(2,6-difluorobenzoyl)-N'-(2,5-dichloro-4-pentafluoroethoxyphenyl)-urea). RXN SMILES: [F:1][C:2]1[CH:12]=[CH:11][CH:10]=[C:9]([F:13])[C:3]=1[C:4]([N:6]=[C:7]=[O:8])=[O:5].[Cl:14][C:15]1[CH:21]=[C:20]([O:22][C:23]([F:29])([F:28])[C:24]([F:27])([F:26])[F:25])[C:19]([Cl:30])=[CH:18][C:16]=1[NH2:17]>C1(C)C=CC=CC=1>[F:1][C:2]1[CH:12]=[CH:11][CH:10]=[C:9]([F:13])[C:3]=1[C:4]([NH:6][C:7]([NH:17][C:16]1[CH:18]=[C:19]([Cl:30])[C:20]([O:22][C:23]([F:29])([F:28])[C:24]([F:25])([F:26])[F:27])=[CH:21][C:15]=1[Cl:14])=[O:8])=[O:5]. Procedure details: 3.4 g of 2,6-difluorobenzoyl isocyanate, dissolved in 10 ml of dry toluene, are added at room temperature and with the exclusion of moisture to 5.6 g of 2,5-dichloro-4-pentafluoroethoxyaniline dissolved in 40 ml of dry toluene, and the batch is stirred for 10 hours. Approximately 60% of the solvent is then removed. The precipitate formed is filtered off with suction, washed with hexane and dried in vacuo. The title compound of formula ##STR15## is obtained in the form of colourless crystals; m.p... The reactants are ClC1=CC2=C(C=3C(CN=C2C2=C(C=CC=C2)F)=CNC3C)C=C1 (8-chloro-6-(2-fluorophenyl)-1-methyl-2H,4H-pyrrolo[3,4-d][2]benzazepine), ClC(C(=O)Cl)(Cl)Cl (trichloroacetyl chloride). Run in C(Cl)Cl (methylene chloride). Conditions: time 12 hour. The product is ClC1=CC2=C(C=3C(CN=C2C2=C(C=CC=C2)F)=C(NC3C)C(=O)C(Cl)(Cl)Cl)C=C1 (8-Chloro-6-(2-fluorophenyl)-1-methyl-3-[(trichloromethyl)carbonyl]-2H,4H-pyrrolo[3,4-d][2]benzazepine). RXN SMILES: [Cl:1][C:2]1[CH:23]=[CH:22][C:5]2[C:6]3[C:7](=[CH:18][NH:19][C:20]=3[CH3:21])[CH2:8][N:9]=[C:10]([C:11]3[CH:16]=[CH:15][CH:14]=[CH:13][C:12]=3[F:17])[C:4]=2[CH:3]=1.[Cl:24][C:25]([Cl:30])([Cl:29])[C:26](Cl)=[O:27]>C(Cl)Cl>[Cl:1][C:2]1[CH:23]=[CH:22][C:5]2[C:6]3[C:7](=[C:18]([C:26]([C:25]([Cl:30])([Cl:29])[Cl:24])=[O:27])[NH:19][C:20]=3[CH3:21])[CH2:8][N:9]=[C:10]([C:11]3[CH:16]=[CH:15][CH:14]=[CH:13][C:12]=3[F:17])[C:4]=2[CH:3]=1. Procedure details: A mixture of 3.4 g (11 mmole) of 8-chloro-6-(2-fluorophenyl)-1-methyl-2H,4H-pyrrolo[3,4-d][2]benzazepine, 2.6 g (14 mmole) of trichloroacetyl chloride, and 100 ml of methylene chloride was stirred at room temperature for 12 hr. The resulting precipitate was collected by filtration, resuspended in methylene chloride, and basified with ammonium hydroxide. The methylene chloride solution was separated, dried over anhydrous sodium sulfate, and concentrated at reduced pressure to give a (mp 222°-225°... The reactants are C(C1=CC=CC=C1)(=O)OC\C=C(\CCC1=C(C(C(=C(C1=O)C)C)=O)C)/C ((E)-3-methyl-5-(2,4,5-trimethyl-3,6-dioxo-1,4-cyclohexadien-1-yl)-2-pentenyl benzoate), S(=O)([O-])S(=O)[O-].[Na+].[Na+] (sodium dithionite). Run in C1CCOC1 (THF), O (water). Product: C(C1=CC=CC=C1)(=O)OC\C=C(\CCC1=C(C(=C(C(=C1C)O)C)C)O)/C ((E)-5-(2,5-dihydroxy-3,4,6-trimethylphenyl)-3-methyl-2-pentenyl benzoate). Yield: 84.6%. As a reaction SMILES: [C:1]([O:9][CH2:10]/[CH:11]=[C:12](\[CH3:26])/[CH2:13][CH2:14][C:15]1[C:20](=[O:21])[C:19]([CH3:22])=[C:18]([CH3:23])[C:17](=[O:24])[C:16]=1[CH3:25])(=[O:8])[C:2]1[CH:7]=[CH:6][CH:5]=[CH:4][CH:3]=1.S(S([O-])=O)([O-])=O.[Na+].[Na+]>C1COCC1.O>[C:1]([O:9][CH2:10]/[CH:11]=[C:12](\[CH3:26])/[CH2:13][CH2:14][C:15]1[C:16]([CH3:25])=[C:17]([OH:24])[C:18]([CH3:23])=[C:19]([CH3:22])[C:20]=1[OH:21])(=[O:8])[C:2]1[CH:7]=[CH:6][CH:5]=[CH:4][CH:3]=1 |f:1.2.3|. Procedure details: A solution of 1.22 g (3.5 mmol) of (E)-3-methyl-5-(2,4,5-trimethyl-3,6-dioxo-1,4-cyclohexadien-1-yl)-2-pentenyl benzoate in 10 ml of THF was treated dropwise with a solution of 0.9 g of sodium dithionite in 8 ml of water. After 1 hour the mixture was extracted with chloroform (2 x) and the combined extracts were washed three times with water. The residue remaining after removal of the solvent was washed with hexane and dried under vacuum, yielding 1.05 g of colourless (E)-5-(2,5-dihydroxy-3,4,6-...